Dataset: the Open Reaction Database (ORD), a public repository of structured organic reaction records. Task: describe an organic reaction: reactants, conditions, products, and yield The reactants are C(C)(C)O (Iso-propyl alcohol), C(C1=CC=CC=C1)(=O)C(C(C(=O)O)(O)C(C1=CC=CC=C1)=O)(O)C(=O)O ((−)-dibenzoyl tartaric acid), C1(=CC=CC=C1)[C@@]12[C@@H](CC[C@@H](CC1)N2)O ((1R*,2R*,5R*)-1-phenyl-8-azabicyclo[3.2.1]octan-2-ol). The solvent is C(C)(=O)OCC (ethyl acetate), C(C)(=O)OCC (ethyl acetate). Product: C(C1=CC=CC=C1)(=O)C(C(C(=O)O)(O)C(C1=CC=CC=C1)=O)(O)C(=O)O.C1(=CC=CC=C1)[C@]12[C@H](CC[C@H](CC1)N2)O ((1S*,2S*,5S)-1-Phenyl-8-azabicyclo[3.2.1]octan-2-ol (−)-dibenzoyl tartrate). Isolated yield 63.3%. As a reaction SMILES: [C:1]([C:9]([C:24]([OH:26])=[O:25])([OH:23])[C:10]([C:15](=[O:22])[C:16]1[CH:21]=[CH:20][CH:19]=[CH:18][CH:17]=1)([OH:14])[C:11]([OH:13])=[O:12])(=[O:8])[C:2]1[CH:7]=[CH:6][CH:5]=[CH:4][CH:3]=1.[C:27]1([C@:33]23[NH:40][C@H:37]([CH2:38][CH2:39]2)[CH2:36][CH2:35][C@H:34]3[OH:41])[CH:32]=[CH:31][CH:30]=[CH:29][CH:28]=1.C(O)(C)C>C(OCC)(=O)C>[C:15]([C:10]([C:11]([OH:13])=[O:12])([OH:14])[C:9]([C:1](=[O:8])[C:2]1[CH:7]=[CH:6][CH:5]=[CH:4][CH:3]=1)([OH:23])[C:24]([OH:26])=[O:25])(=[O:22])[C:16]1[CH:21]=[CH:20][CH:19]=[CH:18][CH:17]=1.[C:27]1([C@@:33]23[NH:40][C@@H:37]([CH2:38][CH2:39]2)[CH2:36][CH2:35][C@@H:34]3[OH:41])[CH:28]=[CH:29][CH:30]=[CH:31][CH:32]=1 |f:4.5|. Procedure details: A solution of (−)-dibenzoyl tartaric acid (4.85 g, 13.5 mmol) in ethyl acetate (100 ml) was added dropwise to a solution of (1R*,2R*,5R*)-1-phenyl-8-azabicyclo[3.2.1]octan-2-ol (Description 47; 11 g, 54.2 mmol) in hot ethyl acetate (250 ml). Iso-propyl alcohol (500 ml) was added and the mixture heated at reflux for 1 hour. The mixture was allowed to cool slowly to room temperature then filtered to yield the title compound (4.8 g, 46%, e.e. >99%). Reactants: C(CCC)[Li] (butyllithium), ClC1=CC=CC2=C1C(N(CC=1N2C=NC1C#C)C)=O (7-chloro-3-ethynyl-4,5-dihydro-5-methyl-6H-imidazo[1,5-a][1,4]benzodiazepin-6-one), Cl (hydrochloric acid), C1(CC1)C(=O)C1CC1 (dicyclopropyl ketone). Run in CCCCCC (hexane), CN(P(N(C)C)(N(C)C)=O)C (hexamethylphosphoric acid triamide), O (water), O1CCCC1 (tetrahydrofuran). Reaction conditions: time 1.5 hour. Yields the product ClC1=CC=CC2=C1C(N(CC=1N2C=NC1C#CC(O)(C1CC1)C1CC1)C)=O (7-chloro-3-(3,3-dicyclopropyl-3-hydroxy-1-propynyl)-4,5-dihydro-5-methyl-6H-imidazo[1,5-a][1,4]benzodiazepin-6-one). As a reaction SMILES: [Cl:1][C:2]1[C:7]2[C:8](=[O:19])[N:9]([CH3:18])[CH2:10][C:11]3[N:12]([CH:13]=[N:14][C:15]=3[C:16]#[CH:17])[C:6]=2[CH:5]=[CH:4][CH:3]=1.C([Li])CCC.[CH:25]1([C:28]([CH:30]2[CH2:32][CH2:31]2)=[O:29])[CH2:27][CH2:26]1.Cl>O1CCCC1.CCCCCC.O.CN(C)P(=O)(N(C)C)N(C)C>[Cl:1][C:2]1[C:7]2[C:8](=[O:19])[N:9]([CH3:18])[CH2:10][C:11]3[N:12]([CH:13]=[N:14][C:15]=3[C:16]#[C:17][C:28]([CH:30]3[CH2:32][CH2:31]3)([CH:25]3[CH2:27][CH2:26]3)[OH:29])[C:6]=2[CH:5]=[CH:4][CH:3]=1. Reported procedure: 4.07 g (15 mmol) of 7-chloro-3-ethynyl-4,5-dihydro-5-methyl-6H-imidazo[1,5-a][1,4]benzodiazepin-6-one was suspended in 30 ml of tetrahydrofuran and treated dropwise within 35 minutes at a maximum of -5° with 20 ml (30 mmol) of 1.6M butyllithium in hexane. After stirring in an ice-bath for 1.5 hours the mixture was cooled to -74° and there are added thereto 5 ml of hexamethylphosphoric acid triamide and, after 10 minutes, 3.30 g (30 mmol) of dicyclopropyl ketone. The mixture was left to come to r... Reactants: CC(=O)c1ccc(OC(=O)N(C)C)cc1 (substrate), c4ccc(B3OB(c1ccccc1)OB(c2ccccc2)O3)cc4 (effective_coupling_partner). The reagents and catalysts are PCy3. Reaction conditions: temperature 110 celsius, time 16 hour. Product: CC(=O)c2ccc(c1ccccc1)cc2.